This data is from the Open Reaction Database (ORD), a public repository of structured organic reaction records. The task is: describe an organic reaction: reactants, conditions, products, and yield The reactants are O=P12OP3(=O)OP(=O)(O1)OP(=O)(O2)O3 (diphosphorus pentoxide), C(C)OC(CNC(CCC(=O)OC)=O)=O (methyl 4-[(2-ethoxy-2-oxoethyl)amino]-4-oxobutanoate). Solvent: C(C)#N (acetonitrile), [Cl-].[Na+].O (brine), C(C)#N (acetonitrile). Reaction conditions: temperature 60 celsius, time 1 hour. Product: C(C)OC1=CN=C(O1)CCC(=O)OC (methyl 3-(5-ethoxy-1,3-oxazol-2-yl)propanoate). Yield: 38.5%. Reaction SMILES: O=P12OP3(OP(OP(O3)(O1)=O)(=O)O2)=O.[CH2:15]([O:17][C:18](=[O:29])[CH2:19][NH:20][C:21](=O)[CH2:22][CH2:23][C:24]([O:26][CH3:27])=[O:25])[CH3:16]>C(#N)C.[Cl-].[Na+].O>[CH2:15]([O:17][C:18]1[O:29][C:21]([CH2:22][CH2:23][C:24]([O:26][CH3:27])=[O:25])=[N:20][CH:19]=1)[CH3:16] |f:3.4.5|. Reported procedure: To a suspension of diphosphorus pentoxide (70.0 g, 433 mmol) in acetonitrile (200 mL) was added a solution of methyl 4-[(2-ethoxy-2-oxoethyl)amino]-4-oxobutanoate (20.0 g, 92.1 mmol) in acetonitrile (50 mL) at room temperature under an argon gas atmosphere. The mixture was stirred at 60° C. for 1 hr and poured into saturated brine (1.5 L), and the mixture was extracted with ethyl acetate. The extract was dried over anhydrous sodium sulfate. The solvent was evaporated under reduced pressure and t... Reactants: C1(CCCC1)NC1=C(NC=2N1N=CC2C#N)C2=CC=C(C=C2)CC (3-(cyclopentylamino)-2-(4-ethylphenyl)-1H-imidazo[1,2-b]pyrazole-7-carbonitrile), O (water). The solvent is CS(=O)C (DMSO). Reaction conditions: time 24 hour. Yields the product NC1=C(C=NN1/C(/C(=O)C1=CC=C(C=C1)CC)=N/C1CCCC1)C#N ((E)-5-amino-1-(1-(cyclopentylimino)-2-(4-ethylphenyl)-2-oxoethyl)-1H-pyrazole-4-carbonitrile). The yield is 10.0%. Reaction SMILES: [CH:1]1([NH:6][C:7]2[N:11]3[N:12]=[CH:13][C:14]([C:15]#[N:16])=[C:10]3[NH:9][C:8]=2[C:17]2[CH:22]=[CH:21][C:20]([CH2:23][CH3:24])=[CH:19][CH:18]=2)[CH2:5][CH2:4][CH2:3][CH2:2]1.[OH2:25]>CS(C)=O>[NH2:9][C:10]1[N:11](/[C:7](=[N:6]/[CH:1]2[CH2:5][CH2:4][CH2:3][CH2:2]2)/[C:8]([C:17]2[CH:22]=[CH:21][C:20]([CH2:23][CH3:24])=[CH:19][CH:18]=2)=[O:25])[N:12]=[CH:13][C:14]=1[C:15]#[N:16]. Reported procedure: A light brown solution of 3-(cyclopentylamino)-2-(4-ethylphenyl)-1H-imidazo[1,2-b]pyrazole-7-carbonitrile (56.4 mg, 0.177 mmol) in DMSO (17.7 mL) was stored for 35 days at RT. Within 24 h, it became a dark brown solution. After 35 days, LCMS analysis indicated the absence of starting material and the presence of a strong desired peak. Then, it was poured into water (1 L) and the resulting cloudy brown solution was extracted with EA (2×200 mL). Then, the combined extracts were washed with water a... The reactants are CCOC(=O)CN(c1cc(Cl)nc(C)n1)c1c(C)cc(C)cc1C, CCCCNCC, CS(C)=O. The product is CCCCN(CC)c1cc(N(CC(=O)OCC)c2c(C)cc(C)cc2C)nc(C)n1. Reaction SMILES: [CH2:1]([CH3:2])[O:3][C:4]([CH2:5][N:6]([c:7]1[c:8]([CH3:15])[cH:9][c:10]([CH3:14])[cH:11][c:12]1[CH3:13])[c:16]1[n:17][c:18]([CH3:23])[n:19][c:20]([Cl:22])[cH:21]1)=[O:24].[CH2:25]([CH2:26][CH2:27][CH3:28])[NH:29][CH2:30][CH3:31].[CH3:32][S:33]([CH3:34])=[O:35]>>[CH2:1]([CH3:2])[O:3][C:4]([CH2:5][N:6]([c:7]1[c:8]([CH3:15])[cH:9][c:10]([CH3:14])[cH:11][c:12]1[CH3:13])[c:16]1[n:17][c:18]([CH3:23])[n:19][c:20]([N:29]([CH2:25][CH2:26][CH2:27][CH3:28])[CH2:30][CH3:31])[cH:21]1)=[O:24]. Reactants: FC(C(=O)O)(F)F.CS(=O)(=O)C1=CC=C(OC2=C3C(=NC=N2)N(N=C3)C3CCNCC3)C=C1 (4-(4-methanesulfonyl-phenoxy)-1-piperidin-4-yl-1H-pyrazolo[3,4-d]pyrimidine trifluoroacetate salt), FC(C(=O)O)(F)F.CS(=O)(=O)C1=CC=C(OC2=C3C(=NC=N2)N(N=C3)C3CCNCC3)C=C1 (4-(4-methanesulfonyl-phenoxy)-1-piperidin-4-yl-1H-pyrazolo[3,4-d]pyrimidine trifluoroacetate salt), ClC(=O)OC (methyl chloroformate). Yields the product COC(=O)N1CCC(CC1)N1N=CC=2C1=NC=NC2OC2=CC=C(C=C2)S(=O)(=O)C (4-[4-(4-Methanesulfonyl-phenoxy)-pyrazolo[3,4-d]pyrimidin-1-yl]-piperidine-1-carboxylic acid methyl ester). Reaction SMILES: FC(F)(F)C(O)=O.[CH3:8][S:9]([C:12]1[CH:33]=[CH:32][C:15]([O:16][C:17]2[N:22]=[CH:21][N:20]=[C:19]3[N:23]([CH:26]4[CH2:31][CH2:30][NH:29][CH2:28][CH2:27]4)[N:24]=[CH:25][C:18]=23)=[CH:14][CH:13]=1)(=[O:11])=[O:10].Cl[C:35]([O:37][CH3:38])=[O:36]>>[CH3:38][O:37][C:35]([N:29]1[CH2:28][CH2:27][CH:26]([N:23]2[C:19]3=[N:20][CH:21]=[N:22][C:17]([O:16][C:15]4[CH:14]=[CH:13][C:12]([S:9]([CH3:8])(=[O:11])=[O:10])=[CH:33][CH:32]=4)=[C:18]3[CH:25]=[N:24]2)[CH2:31][CH2:30]1)=[O:36] |f:0.1|. Procedure details: 4-[4-(4-Methanesulfonyl-phenoxy)-pyrazolo[3,4-d]pyrimidin-1-yl]-piperidine-1-carboxylic acid methyl ester was prepared according to General Procedure E by the reaction of 4-(4-methanesulfonyl-phenoxy)-1-piperidin-4-yl-1H-pyrazolo[3,4-d]pyrimidine trifluoroacetate salt (Intermediate 27) with methyl chloroformate (available from Aldrich Chemical Company, Inc., Milwaukee, Wis., USA). 1H NMR (400 MHz, DMSO-d6) δ 1.94-2.06 (m, 4H), 3.09-3.14 (m, 2H), 3.30 (methyl sulfonyl and water peak), 3.61 (s, 3H... Starting materials: C(C)(C)(C)OC(=O)N1C(OC[C@@H]1CS(=O)(=O)C=1SC2=C(N1)C=CC=C2)(C)C ((R)-4-(benzothiazole-2-sulfonylmethyl)-2,2-dimethyl-oxazolidine-3-carboxylic acid tert-butyl ester), [Li+].C[Si](C)(C)[N-][Si](C)(C)C (LiHMDS), IC1=CC=C(C=C1)C1(CC1)C=O (1-(4-iodo-phenyl)-cyclopropanecarbaldehyde), solution. Run in O1CCCC1 (tetrahydrofurane), C1CCOC1 (THF). Run at time 8 hour. Yields the product C(C)(C)(C)OC(=O)N1C(OC[C@@H]1\C=C/C1(CC1)C1=CC=C(C=C1)I)(C)C ((S)-4-{(Z)-2-[1-(4-iodo-phenyl)-cyclopropyl]-vinyl}-2,2-dimethyl-oxazolidine-3-carboxylic acid tert-butyl ester). The yield is 72.5%. RXN SMILES: [I:1][C:2]1[CH:7]=[CH:6][C:5]([C:8]2([CH:11]=O)[CH2:10][CH2:9]2)=[CH:4][CH:3]=1.[C:13]([O:17][C:18]([N:20]1[C@@H:24]([CH2:25]S(C2SC3C=CC=CC=3N=2)(=O)=O)[CH2:23][O:22][C:21]1([CH3:39])[CH3:38])=[O:19])([CH3:16])([CH3:15])[CH3:14].[Li+].C[Si]([N-][Si](C)(C)C)(C)C>O1CCCC1>[C:13]([O:17][C:18]([N:20]1[C@@H:24](/[CH:25]=[CH:11]\[C:8]2([C:5]3[CH:4]=[CH:3][C:2]([I:1])=[CH:7][CH:6]=3)[CH2:9][CH2:10]2)[CH2:23][O:22][C:21]1([CH3:38])[CH3:39])=[O:19])([CH3:16])([CH3:14])[CH3:15] |f:2.3|. Reported procedure: To a stirred, cooled (0° C.) solution of 1-(4-iodo-phenyl)-cyclopropanecarbaldehyde (1.6 g) in tetrahydrofurane (40 ml) was added under an argon atmosphere (R)-4-(benzothiazole-2-sulfonylmethyl)-2,2-dimethyl-oxazolidine-3-carboxylic acid tert-butyl ester (2.9 g) [CAS 1043499-96-2] followed by a 1 M solution of LiHMDS in THF (11.8 ml). After 1 h at 0° C. the cooling bath was removed and stirring was continued overnight. The mixture was quenched by the addition of sat. aqueous NH4Cl (50 ml) and H2... The reactants are FC1=CC=C(C(=O)C2=C(C(=O)O)C=CC=C2)C=C1 (2-(4-fluorobenzoyl)benzoic acid), S(=O)(Cl)Cl (thionyl chloride). Reagents/catalysts: CN(C)C=O (DMF). Run in C1CCOC1 (THF). Conditions: time 4 hour. Yields the product ClC1(OC(C2=CC=CC=C12)=O)C1=CC=C(C=C1)F (3-chloro-3-(4-fluorophenyl)-3H-isobenzofuran-1-one). The yield is 100.0%. RXN SMILES: [F:1][C:2]1[CH:18]=[CH:17][C:5]([C:6]([C:8]2[CH:16]=[CH:15][CH:14]=[CH:13][C:9]=2[C:10]([OH:12])=[O:11])=O)=[CH:4][CH:3]=1.S(Cl)([Cl:21])=O>CN(C=O)C.C1COCC1>[Cl:21][C:6]1([C:5]2[CH:17]=[CH:18][C:2]([F:1])=[CH:3][CH:4]=2)[C:8]2[C:9](=[CH:13][CH:14]=[CH:15][CH:16]=2)[C:10](=[O:12])[O:11]1. Procedure details: THF (25 mL) was added to 2-(4-fluorobenzoyl)benzoic acid (5 g, 20.4 mmol) followed by thionyl chloride (2.97 mL, 40.9 mmol) and a catalytic amount of DMF (3 drops). The system was stirred under nitrogen for 4 h at room temperature. Removal of the solvent gave 3-chloro-3-(4-fluorophenyl)-3H-isobenzofuran-1-one as a colourless oil (5.35 g, 20.4 mmol, 100%).